Task: describe an organic reaction: reactants, conditions, products, and yield. Dataset: the Open Reaction Database (ORD), a public repository of structured organic reaction records Starting materials: COC([C@H](CC1=C(C=C(C=C1)OCC=1N=C(OC1C)C1=CC(=C(C=C1)F)C)CC)OCC)=O ((S)-2-ethoxy-3-{2-ethyl-4-[2-(4-fluoro-3-methyl-phenyl)-5-methyl-oxazol-4-ylmethoxy]-phenyl}-propionic acid methyl ester), [Li+].[OH-] (LiOH). Yields the product C(C)O[C@H](C(=O)O)CC1=C(C=C(C=C1)OCC=1N=C(OC1C)C1=CC(=C(C=C1)F)C)CC ((S)-2-ethoxy-3-{2-ethyl-4-[2-(4-fluoro-3-methyl-phenyl)-5-methyl-oxazol-4-ylmethoxy]-phenyl}-propionic acid). As a reaction SMILES: C[O:2][C:3](=[O:33])[C@@H:4]([O:30][CH2:31][CH3:32])[CH2:5][C:6]1[CH:11]=[CH:10][C:9]([O:12][CH2:13][C:14]2[N:15]=[C:16]([C:20]3[CH:25]=[CH:24][C:23]([F:26])=[C:22]([CH3:27])[CH:21]=3)[O:17][C:18]=2[CH3:19])=[CH:8][C:7]=1[CH2:28][CH3:29].[Li+].[OH-]>>[CH2:31]([O:30][C@@H:4]([CH2:5][C:6]1[CH:11]=[CH:10][C:9]([O:12][CH2:13][C:14]2[N:15]=[C:16]([C:20]3[CH:25]=[CH:24][C:23]([F:26])=[C:22]([CH3:27])[CH:21]=3)[O:17][C:18]=2[CH3:19])=[CH:8][C:7]=1[CH2:28][CH3:29])[C:3]([OH:33])=[O:2])[CH3:32] |f:1.2|. Procedure: In analogy to the procedure described in example 1 g], (S)-2-ethoxy-3-{2-ethyl-4-[2-(4-fluoro-3-methyl-phenyl)-5-methyl-oxazol-4-ylmethoxy]-phenyl}-propionic acid methyl ester was treated with LiOH to obtain (S)-2-ethoxy-3-{2-ethyl-4-[2-(4-fluoro-3-methyl-phenyl)-5-methyl-oxazol-4-ylmethoxy]-phenyl}-propionic acid as colorless solid. The reactants are ClC=1C(=C(C=CC1)CNC=1N=C(SC1C(=O)N)N1CCOCC1)C (4-{[(3-chloro-2-methylphenyl)methyl]amino}-2-(4-morpholinyl)-1,3-thiazole-5-carboxamide), O1C(CCCC1)C(=O)Cl (tetrahydro-2H-pyran-2-carbonyl chloride). Run in COCCOC (1,2-Dimethoxyethane), COCCOC (1,2-Dimethoxyethane). Conditions: time 3 hour. Product: ClC=1C(=C(C=CC1)CN1C(=NC(C2=C1N=C(S2)N2CCOCC2)=O)C2OCCCC2)C (4-[(3-chloro-2-methylphenyl)methyl]-2-(4-morpholinyl)-5-(tetrahydro-2H-pyran-2-yl)[1,3]thiazolo[4,5-d]pyrimidin-7(4H)-one). Reaction SMILES: [Cl:1][C:2]1[C:3]([CH3:24])=[C:4]([CH2:8][NH:9][C:10]2[N:11]=[C:12]([N:18]3[CH2:23][CH2:22][O:21][CH2:20][CH2:19]3)[S:13][C:14]=2[C:15]([NH2:17])=[O:16])[CH:5]=[CH:6][CH:7]=1.[O:25]1[CH2:30][CH2:29][CH2:28][CH2:27][CH:26]1[C:31](Cl)=O>COCCOC>[Cl:1][C:2]1[C:3]([CH3:24])=[C:4]([CH2:8][N:9]2[C:10]3[N:11]=[C:12]([N:18]4[CH2:19][CH2:20][O:21][CH2:22][CH2:23]4)[S:13][C:14]=3[C:15](=[O:16])[N:17]=[C:31]2[CH:26]2[CH2:27][CH2:28][CH2:29][CH2:30][O:25]2)[CH:5]=[CH:6][CH:7]=1. Procedure: To a solution of 4-{[(3-chloro-2-methylphenyl)methyl]amino}-2-(4-morpholinyl)-1,3-thiazole-5-carboxamide (100 mg, 0.273 mmol) in 1,2-Dimethoxyethane (DME) (1000 ul) was added tetrahydro-2H-pyran-2-carbonyl chloride (81 mg, 0.545 mmol) in 1,2-Dimethoxyethane (DME) (400 ul). The mixture was stirred at room temperature for 3 h, then irradiated (uwave) for 20 min at 90° C. The mixture was quenched with methanol, concentrated, and purified by reversed-phase HPLC to provide 4-[(3-chloro-2-methylphenyl... Reactants: CCCO, [Na+], [OH-], O, CC(NCc1ccccc1)c1cnccc1NC(=O)C(C)(C)C. The product is CC(NCc1ccccc1)c1cnccc1N. RXN SMILES: [CH2:25]([OH:26])[CH2:27][CH3:28].[Na+:30].[OH-:29].[OH2:24].[c:1]1([CH2:7][NH:8][CH:9]([CH3:10])[c:11]2[cH:12][n:13][cH:14][cH:15][c:16]2[NH:17][C:18](=[O:19])[C:20]([CH3:21])([CH3:22])[CH3:23])[cH:2][cH:3][cH:4][cH:5][cH:6]1>>[c:1]1([CH2:7][NH:8][CH:9]([CH3:10])[c:11]2[cH:12][n:13][cH:14][cH:15][c:16]2[NH2:17])[cH:2][cH:3][cH:4][cH:5][cH:6]1. Reactants: CCOC(=O)CC(=O)[O-], CC(=O)[O-], CCO, O=Cc1ccc(Cl)cc1, Cl, [NH4+]. Yields the product CCOC(=O)CC(N)c1ccc(Cl)cc1. RXN SMILES: [C:10]([CH2:11][C:12]([O-:13])=[O:14])(=[O:15])[O:16][CH2:17][CH3:18].[CH3:20][C:21](=[O:22])[O-:23].[CH3:25][CH2:26][OH:27].[Cl:1][c:2]1[cH:3][cH:4][c:5]([CH:6]=[O:7])[cH:8][cH:9]1.[ClH:24].[NH4+:19]>>[Cl:1][c:2]1[cH:3][cH:4][c:5]([CH:6]([CH2:11][C:10](=[O:15])[O:16][CH2:17][CH3:18])[NH2:19])[cH:8][cH:9]1.